Dataset: the Open Reaction Database (ORD), a public repository of structured organic reaction records. Task: describe an organic reaction: reactants, conditions, products, and yield Starting materials: O=C([O-])[O-], CCc1nc2ccccc2[nH]1, O=Cc1nc2c(N3CCOCC3)nc(Cl)nc2s1, [Cs+], [Cs+], C1COCCO1, O=C(C=Cc1ccccc1)C=Cc1ccccc1, O=C(C=Cc1ccccc1)C=Cc1ccccc1, O=C(C=Cc1ccccc1)C=Cc1ccccc1, [Pd], [Pd]. Product: CCc1nc2ccccc2n1-c1nc(N2CCOCC2)c2nc(C=O)sc2n1. As a reaction SMILES: [C:30](=[O:31])([O-:32])[O-:33].[CH2:19]([CH3:20])[c:21]1[nH:22][c:23]2[c:24]([n:25]1)[cH:26][cH:27][cH:28][cH:29]2.[Cl:1][c:2]1[n:3][c:4]([N:13]2[CH2:14][CH2:15][O:16][CH2:17][CH2:18]2)[c:5]2[c:6]([n:7]1)[s:8][c:9]([CH:11]=[O:12])[n:10]2.[Cs+:34].[Cs+:35].[O:36]1[CH2:37][CH2:38][O:39][CH2:40][CH2:41]1.[O:44]=[C:45]([CH:46]=[CH:47][c:48]1[cH:49][cH:50][cH:51][cH:52][cH:53]1)[CH:54]=[CH:55][c:56]1[cH:57][cH:58][cH:59][cH:60][cH:61]1.[O:62]=[C:63]([CH:64]=[CH:65][c:66]1[cH:67][cH:68][cH:69][cH:70][cH:71]1)[CH:72]=[CH:73][c:74]1[cH:75][cH:76][cH:77][cH:78][cH:79]1.[O:80]=[C:81]([CH:82]=[CH:83][c:84]1[cH:85][cH:86][cH:87][cH:88][cH:89]1)[CH:90]=[CH:91][c:92]1[cH:93][cH:94][cH:95][cH:96][cH:97]1.[Pd:42].[Pd:43]>>[c:2]1(-[n:22]2[c:21]([CH2:19][CH3:20])[n:25][c:24]3[c:23]2[cH:29][cH:28][cH:27][cH:26]3)[n:3][c:4]([N:13]2[CH2:14][CH2:15][O:16][CH2:17][CH2:18]2)[c:5]2[c:6]([n:7]1)[s:8][c:9]([CH:11]=[O:12])[n:10]2.